Dataset: the Open Reaction Database (ORD), a public repository of structured organic reaction records. Task: describe an organic reaction: reactants, conditions, products, and yield The reactants are Cc1cc(-c2ccc(C(F)(F)F)c(C)c2)nc(-c2cccc(-c3cccc(S(=O)(=O)NC(C)(C)C)c3)c2)n1, ClCCl, O=C(O)C(F)(F)F. The product is Cc1cc(-c2ccc(C(F)(F)F)c(C)c2)nc(-c2cccc(-c3cccc(S(N)(=O)=O)c3)c2)n1. RXN SMILES: [C:1]([CH3:2])([CH3:3])([CH3:4])[NH:5][S:6](=[O:7])(=[O:8])[c:9]1[cH:10][c:11](-[c:15]2[cH:16][c:17](-[c:21]3[n:22][c:23](-[c:28]4[cH:29][c:30]([CH3:38])[c:31]([C:34]([F:35])([F:36])[F:37])[cH:32][cH:33]4)[cH:24][c:25]([CH3:27])[n:26]3)[cH:18][cH:19][cH:20]2)[cH:12][cH:13][cH:14]1.[Cl:46][CH2:47][Cl:48].[F:39][C:40]([F:41])([F:42])[C:43]([OH:44])=[O:45]>>[NH2:5][S:6](=[O:7])(=[O:8])[c:9]1[cH:10][c:11](-[c:15]2[cH:16][c:17](-[c:21]3[n:22][c:23](-[c:28]4[cH:29][c:30]([CH3:38])[c:31]([C:34]([F:35])([F:36])[F:37])[cH:32][cH:33]4)[cH:24][c:25]([CH3:27])[n:26]3)[cH:18][cH:19][cH:20]2)[cH:12][cH:13][cH:14]1. Reactants: ice water, C(CCCCCCCCC)C1=NC=C(C=N1)C1=CC(=C(C=C1)O)F (2-decyl-5-(3-fluoro-4-hydroxyphenyl)pyrimidine), ice water, C(CCCCCC)(=O)Cl (heptanoyl chloride). The solvent is N1=CC=CC=C1 (pyridine). Product: C(CCCCCCCCC)C1=NC=C(C=N1)C1=CC(=C(C=C1)OC(CCCCCC)=O)F (2-decyl-5-(3-fluoro-4-heptanoyloxyphenyl)pyrimidine). Yield: 61.6%. As a reaction SMILES: [CH2:1]([C:11]1[N:16]=[CH:15][C:14]([C:17]2[CH:22]=[CH:21][C:20]([OH:23])=[C:19]([F:24])[CH:18]=2)=[CH:13][N:12]=1)[CH2:2][CH2:3][CH2:4][CH2:5][CH2:6][CH2:7][CH2:8][CH2:9][CH3:10].[C:25](Cl)(=[O:32])[CH2:26][CH2:27][CH2:28][CH2:29][CH2:30][CH3:31]>N1C=CC=CC=1>[CH2:1]([C:11]1[N:16]=[CH:15][C:14]([C:17]2[CH:22]=[CH:21][C:20]([O:23][C:25](=[O:32])[CH2:26][CH2:27][CH2:28][CH2:29][CH2:30][CH3:31])=[C:19]([F:24])[CH:18]=2)=[CH:13][N:12]=1)[CH2:2][CH2:3][CH2:4][CH2:5][CH2:6][CH2:7][CH2:8][CH2:9][CH3:10]. Reported procedure: 0.80 g (2.42 mM) of 2-decyl-5-(3-fluoro-4-hydroxyphenyl)pyrimidine was dissolved in 10 ml of pyridine. Under stirring on an ice water bath, 0.62 ml (4.00 mM) of heptanoyl chloride was added dropwise to the above solution, followed by stirring for 15 minutes on the ice water bath and further stirring for 20 minutes at 45°-56° C. on a water bath. After the reaction, the reaction mixture was poured into 150 ml of ice water to precipitate a crystal. The crystal was recovered by filtration and washed... Reactants: FC1(F)Oc2cc3[nH]c(=S)[nH]c3cc2O1, [H-], O=Cc1ccc([N+](=O)[O-])o1, [Na+], C1CCOC1. Product: O=Cc1ccc(Sc2nc3cc4c(cc3[nH]2)OC(F)(F)O4)o1. As a reaction SMILES: [F:3][C:4]1([F:17])[O:5][c:6]2[c:7]([cH:8][c:9]3[c:10]([nH:11][c:12](=[S:14])[nH:13]3)[cH:15]2)[O:16]1.[H-:1].[N+:18]([O-:19])(=[O:20])[c:21]1[cH:22][cH:23][c:24]([CH:26]=[O:27])[o:25]1.[Na+:2].[O:28]1[CH2:29][CH2:30][CH2:31][CH2:32]1>>[F:3][C:4]1([F:17])[O:5][c:6]2[c:7]([cH:8][c:9]3[c:10]([nH:11][c:12]([S:14][c:21]4[cH:22][cH:23][c:24]([CH:26]=[O:27])[o:25]4)[n:13]3)[cH:15]2)[O:16]1.